From a dataset of the Open Reaction Database (ORD), a public repository of structured organic reaction records. describe an organic reaction: reactants, conditions, products, and yield Reactants: C(C(=O)C)C1=NC(=NO1)CCl (5-acetonyl-3-chloromethyl-1,2,4-oxadiazole), C(CC)N (n-propylamine). The reagents and catalysts are [Ti](Cl)(Cl)(Cl)Cl (titanium tetrachloride). The solvent is benzene-ether, C1=CC=CC=C1 (benzene). Reaction conditions: time 1 hour. Yields the product C(CC)NC(=CC1=NC(=NO1)CCl)C (5-[2-(n-propylamino)-1-propenyl]-3-chloromethyl-1,2,4-oxadiazole). Reaction SMILES: [CH2:1]([C:5]1[O:9][N:8]=[C:7]([CH2:10][Cl:11])[N:6]=1)[C:2]([CH3:4])=O.[CH2:12]([NH2:15])[CH2:13][CH3:14]>C1C=CC=CC=1.[Ti](Cl)(Cl)(Cl)Cl>[CH2:12]([NH:15][C:2]([CH3:4])=[CH:1][C:5]1[O:9][N:8]=[C:7]([CH2:10][Cl:11])[N:6]=1)[CH2:13][CH3:14]. Procedure details: To a stirred solution of 350 mg of 5-acetonyl-3-chloromethyl-1,2,4-oxadiazole in 10 ml of dry benzene-ether (3:1) was added dropwise with ice-cooling a solution of 190 mg of titanium tetrachloride in 1 ml of dry benzene. After the mixture was stirred for 1 hour, there was added dropwise 360 mg of n-propylamine with ice-cooling. The stirring was continued for 3 hours and then at room temperature for additional 3 hours. After the filtration of the reaction mixture, the filtrate was concentrated in... The reactants are CC(=O)O, O=[N+]([O-])c1ccc(N2CCS(=O)(=O)CC2)cc1, [Zn]. Product: Nc1ccc(N2CCS(=O)(=O)CC2)cc1. RXN SMILES: [CH3:18][C:19](=[O:20])[OH:21].[N+:1]([O-:2])(=[O:3])[c:4]1[cH:5][cH:6][c:7]([N:10]2[CH2:11][CH2:12][S:13](=[O:16])(=[O:17])[CH2:14][CH2:15]2)[cH:8][cH:9]1.[Zn:22]>>[NH2:1][c:4]1[cH:5][cH:6][c:7]([N:10]2[CH2:11][CH2:12][S:13](=[O:16])(=[O:17])[CH2:14][CH2:15]2)[cH:8][cH:9]1. Starting materials: Cl, C1COCCO1, NC1(c2nc3ccncc3o2)CC1, CC(C)(C)OC(=O)NC1(c2nc3cnccc3o2)CC1. Yields the product NC1(c2nc3cnccc3o2)CC1. RXN SMILES: [ClH:14].[O:35]1[CH2:36][CH2:37][O:38][CH2:39][CH2:40]1.[n:1]1[c:2]2[cH:3][cH:4][n:5][cH:6][c:7]2[o:8][c:9]1[C:10]1([NH2:11])[CH2:12][CH2:13]1.[o:15]1[c:16]([C:24]2([NH:27][C:28](=[O:29])[O:30][C:31]([CH3:32])([CH3:33])[CH3:34])[CH2:25][CH2:26]2)[n:17][c:18]2[cH:19][n:20][cH:21][cH:22][c:23]12>>[o:15]1[c:16]([C:24]2([NH2:27])[CH2:25][CH2:26]2)[n:17][c:18]2[cH:19][n:20][cH:21][cH:22][c:23]12. Reactants: O=C1CCC(=O)N1Br, C=C(OCC)c1c(C)c(C#N)c2nc(C3CC3)oc2c1OC, C1CCOC1, O. The product is COc1c(C(=O)CBr)c(C)c(C#N)c2nc(C3CC3)oc12. Reaction SMILES: [Br:24][N:25]1[C:26](=[O:27])[CH2:28][CH2:29][C:30]1=[O:31].[CH:1]1([c:4]2[o:5][c:6]3[c:7]([n:8]2)[c:9]([C:21]#[N:22])[c:10]([CH3:20])[c:11]([C:15](=[CH2:16])[O:17][CH2:18][CH3:19])[c:12]3[O:13][CH3:14])[CH2:2][CH2:3]1.[O:32]1[CH2:33][CH2:34][CH2:35][CH2:36]1.[OH2:23]>>[CH:1]1([c:4]2[o:5][c:6]3[c:7]([n:8]2)[c:9]([C:21]#[N:22])[c:10]([CH3:20])[c:11]([C:15](=[O:16])[CH2:17][Br:24])[c:12]3[O:13][CH3:14])[CH2:2][CH2:3]1. Reactants: CC(=O)OC(C)=O, ClC(Cl)Cl, CC(C)(C)COC(=O)N1CCN(c2cc(N)ccn2)CC1, c1ccncc1. Product: CC(=O)Nc1ccnc(N2CCN(C(=O)OCC(C)(C)C)CC2)c1. RXN SMILES: [CH3:22][C:23](=[O:24])[O:25][C:26](=[O:27])[CH3:28].[CH:35]([Cl:36])([Cl:37])[Cl:38].[NH2:1][c:2]1[cH:3][c:4]([N:8]2[CH2:9][CH2:10][N:11]([C:14](=[O:15])[O:16][CH2:17][C:18]([CH3:19])([CH3:20])[CH3:21])[CH2:12][CH2:13]2)[n:5][cH:6][cH:7]1.[cH:29]1[cH:30][cH:31][n:32][cH:33][cH:34]1>>[NH:1]([c:2]1[cH:3][c:4]([N:8]2[CH2:9][CH2:10][N:11]([C:14](=[O:15])[O:16][CH2:17][C:18]([CH3:19])([CH3:20])[CH3:21])[CH2:12][CH2:13]2)[n:5][cH:6][cH:7]1)[C:23]([CH3:22])=[O:24]. Reactants: CC1=C(C=CC(=C1)C(F)(F)F)C1=C2C=CC=C(C2=CC=C1)CO ((5-(2-Methyl-4-(trifluoromethyl)phenyl)naphthalen-1-yl)methanol), C1=CC=C(C=C1)P(C2=CC=CC=C2)C3=CC=CC=C3 (PPh3), C(C)(C)(C)OC(=O)NC(=N)NC(=O)OC(C)(C)C (1,3-bis(t-butoxycarbonyl)guanidine), CC(C)OC(=O)/N=N/C(=O)OC(C)C (diisopropylazodicarboxylate). The reagents and catalysts are O (H2O). Solvent: C1(=CC=CC=C1)C (toluene). Reaction conditions: time 3 hour. Product: CCOC(=O)C.CCCCCC (EtOAc hexane). Yield: 251.9%. RXN SMILES: C[C:2]1[CH:7]=[C:6](C(F)(F)F)[CH:5]=[CH:4][C:3]=1C1C=CC=C2C=1C=CC=[C:17]2[CH2:22][OH:23].C1C=CC(P(C2C=CC=CC=2)C2C=CC=CC=2)=CC=1.[C:43]([O:47]C(NC(NC(OC(C)(C)C)=O)=N)=O)(C)(C)[CH3:44].CC(OC(/N=N/C(OC(C)C)=O)=O)C>C1(C)C=CC=CC=1.O>[CH3:44][CH2:43][O:47][C:22]([CH3:17])=[O:23].[CH3:6][CH2:7][CH2:2][CH2:3][CH2:4][CH3:5] |f:6.7|. Procedure: (5-(2-Methyl-4-(trifluoromethyl)phenyl)naphthalen-1-yl)methanol (67 mg), PPh3 (83 mg, 1.5 eq.), and 1,3-bis(t-butoxycarbonyl)guanidine (110 mg, 2 eq.) in 3 mL toluene at 0° C. was added diisopropylazodicarboxylate (0.06 mL, 1.5 eq.) drop wise over 15 minutes. Reaction was stirred for 3 hours at room temperature then 2 drops H2O were added, and the solution was concentrated. Chromatography achieved using ISCO max gradient 30% EtOAc/hexane yielding product as a clear oil (93 mg, 79% yield). 1H NMR... Reactants: O=C(c1ccccc1)c1cc2ccccc2o1, CCO, Cl, Cl, N=C(N)NN. Product: N=C(N)NN=C(c1ccccc1)c1cc2ccccc2o1, Cl. RXN SMILES: [C:2]([c:3]1[cH:4][cH:5][cH:6][cH:7][cH:8]1)(=[O:9])[c:10]1[cH:11][c:12]2[c:13]([o:14]1)[cH:15][cH:16][cH:17][cH:18]2.[CH3:25][CH2:26][OH:27].[ClH:19].[ClH:1].[NH2:20][NH:21][C:22](=[NH:23])[NH2:24]>>[C:2]([c:3]1[cH:4][cH:5][cH:6][cH:7][cH:8]1)([c:10]1[cH:11][c:12]2[c:13]([o:14]1)[cH:15][cH:16][cH:17][cH:18]2)=[N:20][NH:21][C:22](=[NH:23])[NH2:24].[ClH:1]. The reactants are ClC=1C(=C(C(=O)O)C=C(C1O)Cl)O (3,5-dichloro-2,4-dihydroxybenzoic acid), Cl.COC([C@@H](N)CC1=CC=CC=C1)=O (L-phenylalanine methyl ester hydrochloride), CCN=C=NCCCN(C)C.Cl (WSC.HCl), C=1C=CC2=C(C1)N=NN2O (HOBT). The solvent is CN(C)C=O (DMF), C(C)N(CC)CC (triethylamine). Conditions: time 16 hour. The product is COC([C@@H](NC(C1=C(C(=C(C(=C1)Cl)O)Cl)O)=O)CC1=CC=CC=C1)=O (N-(3,5-Dichloro-2,4-dihydroxybenzoyl)-L-phenylalanine methyl ester). The yield is 62.6%. RXN SMILES: [Cl:1][C:2]1[C:3]([OH:13])=[C:4]([CH:8]=[C:9]([Cl:12])[C:10]=1[OH:11])[C:5]([OH:7])=O.Cl.[CH3:15][O:16][C:17](=[O:27])[C@H:18]([CH2:20][C:21]1[CH:26]=[CH:25][CH:24]=[CH:23][CH:22]=1)[NH2:19].CCN=C=NCCCN(C)C.Cl.C1C=CC2N(O)N=NC=2C=1>CN(C=O)C.C(N(CC)CC)C>[CH3:15][O:16][C:17](=[O:27])[C@H:18]([CH2:20][C:21]1[CH:26]=[CH:25][CH:24]=[CH:23][CH:22]=1)[NH:19][C:5](=[O:7])[C:4]1[CH:8]=[C:9]([Cl:12])[C:10]([OH:11])=[C:2]([Cl:1])[C:3]=1[OH:13] |f:1.2,3.4|. Reported procedure: To a solution of 3,5-dichloro-2,4-dihydroxybenzoic acid (17 g), L-phenylalanine methyl ester hydrochloride (19.8 g), WSC.HCl (17.6 g) and HOBT (12.4 g) in DMF (70 ml) was added dropwise triethylamine (12.8 ml) at room temperature, and the mixture was stirred for 16 hours. Then, the mixture was post-treated in the same manner as in the above Example 1, Step 5) to give the title compound (18.32 g, yield 57%). The reactants are CCS, COc1ccc(C(=O)NC2CC2)c2cc(-c3nc(NCCCN4CCN(C)CC4)ncc3Cl)sc12, Cl, [H-], [Na+], CN(C)C=O, O. The product is CN1CCN(CCCNc2ncc(Cl)c(-c3cc4c(C(=O)NC5CC5)ccc(O)c4s3)n2)CC1. As a reaction SMILES: [CH2:36]([SH:37])[CH3:38].[CH:1]1([NH:4][C:5](=[O:6])[c:7]2[cH:8][cH:9][c:10]([O:34][CH3:35])[c:11]3[s:12][c:13](-[c:16]4[n:17][c:18]([NH:23][CH2:24][CH2:25][CH2:26][N:27]5[CH2:28][CH2:29][N:30]([CH3:33])[CH2:31][CH2:32]5)[n:19][cH:20][c:21]4[Cl:22])[cH:14][c:15]23)[CH2:2][CH2:3]1.[ClH:41].[H-:39].[Na+:40].[O:42]=[CH:43][N:44]([CH3:45])[CH3:46].[OH2:47]>>[CH:1]1([NH:4][C:5](=[O:6])[c:7]2[cH:8][cH:9][c:10]([OH:34])[c:11]3[s:12][c:13](-[c:16]4[n:17][c:18]([NH:23][CH2:24][CH2:25][CH2:26][N:27]5[CH2:28][CH2:29][N:30]([CH3:33])[CH2:31][CH2:32]5)[n:19][cH:20][c:21]4[Cl:22])[cH:14][c:15]23)[CH2:2][CH2:3]1. The solvent is CC(=O)C (Acetone), O1CCCC1 (tetrahydrofuran). Procedure: To a solution of 3-iodo-1H-pyrazolo[3,4-d]pyrimidin-4-amine (5.610 g, 21.49 mmol) in tetrahydrofuran (200 mL) was added rac-tert-butyl 3-hydroxy-1-pyrrolidinecarboxylate (6.039 g, 32.25 mmol), triphenylphosphine (11.273 g, 42.98 mmol), and diethyl azodicarboxylate (7.485 g, 6.77 mL, 42.98 mmol). The reaction mixture was stirred at room temperature for 6 days and then concentrated to afford an orange-brown oil. Acetone (100 mL) and 5 N hydrochloric acid (50 mL) were added and the solution was hea... Reaction SMILES: [I:1][C:2]1[C:10]2[C:5](=[N:6][CH:7]=[N:8][C:9]=2[NH2:11])[NH:4][N:3]=1.O[CH:13]1[CH2:17][CH2:16][N:15](C(OC(C)(C)C)=O)[CH2:14]1.C1(P(C2C=CC=CC=2)C2C=CC=CC=2)C=CC=CC=1.N(C(OCC)=O)=NC(OCC)=O.[ClH:56]>O1CCCC1.CC(C)=O>[ClH:56].[I:1][C:2]1[C:10]2[C:5](=[N:6][CH:7]=[N:8][C:9]=2[NH2:11])[N:4]([CH:13]2[CH2:17][CH2:16][NH:15][CH2:14]2)[N:3]=1 |f:7.8|. The product is Cl.IC1=NN(C2=NC=NC(=C21)N)C2CNCC2 (rac-3-iodo-1-tetrahydro-1H-3-pyrrolyl-1H-pyrazolo[3,4-d]pyrimidin-4-amine monohydrochloride). Yield: 65.0%. Reactants: Cl (hydrochloric acid), IC1=NNC2=NC=NC(=C21)N (3-iodo-1H-pyrazolo[3,4-d]pyrimidin-4-amine), OC1CN(CC1)C(=O)OC(C)(C)C (rac-tert-butyl 3-hydroxy-1-pyrrolidinecarboxylate), C1(=CC=CC=C1)P(C1=CC=CC=C1)C1=CC=CC=C1 (triphenylphosphine), N(=NC(=O)OCC)C(=O)OCC (diethyl azodicarboxylate). Reaction conditions: time 6 day.